Task: describe an organic reaction: reactants, conditions, products, and yield. Dataset: the Open Reaction Database (ORD), a public repository of structured organic reaction records Starting materials: CC(C)([O-])C.[K+] (potassium t-butoxide), C(CCCCC)(O)O (hexanediol), C(C1=CC=CC=C1)Br (benzylbromide). Solvent: C1CCOC1 (THF). Reaction conditions: time 8 hour. The product is C(C1=CC=CC=C1)OCCCCCCO (6-benzyloxyhexanol). Yield: 72.1%. RXN SMILES: CC(C)([O-:4])C.[K+].[CH:7]([OH:14])(O)[CH2:8][CH2:9][CH2:10][CH2:11][CH3:12].[CH2:15](Br)[C:16]1[CH:21]=[CH:20][CH:19]=[CH:18][CH:17]=1>C1COCC1>[CH2:15]([O:4][CH2:12][CH2:11][CH2:10][CH2:9][CH2:8][CH2:7][OH:14])[C:16]1[CH:21]=[CH:20][CH:19]=[CH:18][CH:17]=1 |f:0.1|. Procedure details: Pure potassium t-butoxide (50 mmoles, 5.61 g) is added portionwise to a stirred solution of 100 mmoles of hexanediol (11.82 gr) dissolved in 30 ml of THF at room temperature under argon. When addition is complete, 50 mmoles of benzylbromide (5.9 ml) are introduced and the reaction mixture is stirred at room temperature overnight. The white solid is then removed by filtration, the filtrate is evaporated and the residue is dissolved in ethylacetate, washed with saturated ammonium chloride, H2O and...